From a dataset of the Open Reaction Database (ORD), a public repository of structured organic reaction records. describe an organic reaction: reactants, conditions, products, and yield Reactants: OBO, Cc1cccnc1N, CS(=O)(=O)N1CCN(Cc2cc3c(N4CCOCC4)nc(Cl)nc3s2)CC1. Product: Cc1cc(-c2nc(N3CCOCC3)c3cc(CN4CCN(S(C)(=O)=O)CC4)sc3n2)cnc1N. RXN SMILES: [BH:28]([OH:29])[OH:30].[CH3:31][c:32]1[c:33]([NH2:38])[n:34][cH:35][cH:36][cH:37]1.[Cl:1][c:2]1[n:3][c:4]([N:22]2[CH2:23][CH2:24][O:25][CH2:26][CH2:27]2)[c:5]2[c:6]([n:7]1)[s:8][c:9]([CH2:11][N:12]1[CH2:13][CH2:14][N:15]([S:18](=[O:19])(=[O:20])[CH3:21])[CH2:16][CH2:17]1)[cH:10]2>>[c:2]1(-[c:36]2[cH:35][n:34][c:33]([NH2:38])[c:32]([CH3:31])[cH:37]2)[n:3][c:4]([N:22]2[CH2:23][CH2:24][O:25][CH2:26][CH2:27]2)[c:5]2[c:6]([n:7]1)[s:8][c:9]([CH2:11][N:12]1[CH2:13][CH2:14][N:15]([S:18](=[O:19])(=[O:20])[CH3:21])[CH2:16][CH2:17]1)[cH:10]2. The reactants are FC(C1=CC=C(C=C1)C(=N)CC=O)(F)F ((p-trifluoromethylphenyl)formimidoylacetaldehyde), NC(=O)N (urea), C(C)O (ethanol). Product: FC(C1=CC=C(C=C1)C=1C=NC(=NC1)O)(F)F (5-(p-Trifluoromethylphenyl)-2-pyrimidinol). As a reaction SMILES: [F:1][C:2]([F:15])([F:14])[C:3]1[CH:8]=[CH:7][C:6]([C:9]([CH2:11]C=O)=N)=[CH:5][CH:4]=1.[NH2:16][C:17]([NH2:19])=[O:18].[CH2:20](O)C>>[F:15][C:2]([F:1])([F:14])[C:3]1[CH:4]=[CH:5][C:6]([C:9]2[CH:11]=[N:16][C:17]([OH:18])=[N:19][CH:20]=2)=[CH:7][CH:8]=1. Reported procedure: By the procedure described in Example 4, (p-trifluoromethylphenyl)formimidoylacetaldehyde is reacted with urea to give the product of the Example (recrystallized from ethanol), m.p. 271°-273° C. Starting materials: FC(C(=O)O)(F)F (trifluoroacetic acid), C(C)(C)(C)OC(NCCCC(=O)C1=CC(=CC=C1)OC)=O ([4-(3-methoxy-phenyl)-4-oxo-butyl]-carbamic acid tert-butyl ester), ice water, [OH-].[Na+] (sodium hydroxide). Run at temperature 0 celsius, time 3.5 hour. Product: COC=1C=C(C=CC1)C=1CCCN1 (5-(3-Methoxy-phenyl)-3,4-dihydro-2H-pyrrole). Yield: 91.7%. As a reaction SMILES: FC(F)(F)C(O)=O.C(OC(=O)[NH:14][CH2:15][CH2:16][CH2:17][C:18]([C:20]1[CH:25]=[CH:24][CH:23]=[C:22]([O:26][CH3:27])[CH:21]=1)=O)(C)(C)C.[OH-].[Na+]>>[CH3:27][O:26][C:22]1[CH:21]=[C:20]([C:18]2[CH2:17][CH2:16][CH2:15][N:14]=2)[CH:25]=[CH:24][CH:23]=1 |f:2.3|. Reported procedure: Add trifluoroacetic acid (49.8 mL, 670 mmol) to [4-(3-methoxy-phenyl)-4-oxo-butyl]-carbamic acid tert-butyl ester (22.21 g, 67 mmol) with ice/water cooling. After stirring at 0° C. for 3.5 h, adjust the reaction to pH 10 with 50% sodium hydroxide. Extract the reaction mixture with ether (5×100 mL), dry the combined organic layers over magnesium sulfate, filter, and concentrate under reduced pressure to obtain the crude product (15.43 g). Purify by flash chromatography [silica gel, 330 g, 0 to 30... Starting materials: COC(=O)c1cc(C#N)c(OC)c(C(C)(C)C)c1, CO, Cl, [Li+], C1CCOC1, [OH-], O, O. Product: COc1c(C#N)cc(C(=O)O)cc1C(C)(C)C. As a reaction SMILES: [C:1]([CH3:2])([CH3:3])([CH3:4])[c:5]1[cH:6][c:7]([C:8](=[O:9])[O:10][CH3:11])[cH:12][c:13]([C:17]#[N:18])[c:14]1[O:15][CH3:16].[CH3:28][OH:29].[ClH:27].[Li+:26].[O:19]1[CH2:20][CH2:21][CH2:22][CH2:23]1.[OH-:25].[OH2:24].[OH2:30]>>[C:1]([CH3:2])([CH3:3])([CH3:4])[c:5]1[cH:6][c:7]([C:8](=[O:9])[OH:10])[cH:12][c:13]([C:17]#[N:18])[c:14]1[O:15][CH3:16]. The reactants are CC(=O)OCC(=O)Cl, CN(C)c1ccccc1, ClC(Cl)Cl, Cc1cc(Cl)c(N)c(Cl)n1, O. The product is CC(=O)OCC(=O)Nc1c(Cl)cc(C)nc1Cl. As a reaction SMILES: [C:21]([CH3:22])(=[O:23])[O:24][CH2:25][C:26](=[O:27])[Cl:28].[CH3:1][N:2]([c:3]1[cH:4][cH:5][cH:6][cH:7][cH:8]1)[CH3:9].[CH:29]([Cl:30])([Cl:31])[Cl:32].[NH2:10][c:11]1[c:12]([Cl:19])[n:13][c:14]([CH3:18])[cH:15][c:16]1[Cl:17].[OH2:20]>>[NH:10]([c:11]1[c:12]([Cl:19])[n:13][c:14]([CH3:18])[cH:15][c:16]1[Cl:17])[C:26]([CH2:25][O:24][C:21]([CH3:22])=[O:23])=[O:27]. Reactants: C(=O)([O-])[O-].[Na+].[Na+] (Na2CO3), OS(=O)(=O)O (H2SO4), CC1=[N+](C=CC=C1C)[O-] (2,3-dimethylpyridine N-oxide), [N+](=O)(O)[O-] (HNO3), ice. Run at time 3 hour. The product is [N+](=O)([O-])C1=[N+](C=CC=C1)[O-] (nitropyridine N-oxide). As a reaction SMILES: OS(O)(=O)=O.C[C:7]1[C:12](C)=[CH:11][CH:10]=[CH:9][N+:8]=1[O-:14].C([O-])([O-])=O.[Na+].[Na+].[N+:21]([O-])([OH:23])=[O:22]>>[N+:21]([C:7]1[CH:12]=[CH:11][CH:10]=[CH:9][N+:8]=1[O-:14])([O-:23])=[O:22] |f:2.3.4|. Reported procedure: To 400 mL of concentrated H2SO4 was added slowly 130 g of impure 2,3-dimethylpyridine N-oxide. Fuming HNO3 (330 mL) was slowly added at a rate to keep the temperature between 120° C. and 170° C. After addition was complete, the temperature was held at 103° C. for 3 hours and then the reaction was cooled. The crude reaction was added to 1 kg ice in a large pan, then, with stirring, 1.1 kg Na2CO3 was added. After cooling to room temperature, the solids were removed by suction filtration from the s... Starting materials: FC(C1=CC=C(C=C1)C1=NSC2=C1C=CC(=C2)CCCCOS(=O)(=O)C)(F)F (Methanesulfonic acid 4-[3-(4-trifluoromethyl-phenyl)-benzo[d]isothiazol-6-yl]-butyl ester), CNCCO (2-Methylaminoethanol). Product: CN(CCO)CCCCC1=CC2=C(C(=NS2)C2=CC=C(C=C2)C(F)(F)F)C=C1 (2-(Methyl-{4-[3-(4-trifluoromethyl-phenyl)-benzo[d]isothiazol-6-yl]-butyl}-amino)-ethanol). Reaction SMILES: [F:1][C:2]([F:28])([F:27])[C:3]1[CH:8]=[CH:7][C:6]([C:9]2[C:13]3[CH:14]=[CH:15][C:16]([CH2:18][CH2:19][CH2:20][CH2:21]OS(C)(=O)=O)=[CH:17][C:12]=3[S:11][N:10]=2)=[CH:5][CH:4]=1.[CH3:29][NH:30][CH2:31][CH2:32][OH:33]>>[CH3:29][N:30]([CH2:21][CH2:20][CH2:19][CH2:18][C:16]1[CH:15]=[CH:14][C:13]2[C:9]([C:6]3[CH:7]=[CH:8][C:3]([C:2]([F:28])([F:1])[F:27])=[CH:4][CH:5]=3)=[N:10][S:11][C:12]=2[CH:17]=1)[CH2:31][CH2:32][OH:33]. Reported procedure: In analogy to example 17.1; Methanesulfonic acid 4-[3-(4-trifluoromethyl-phenyl)-benzo[d]isothiazol-6-yl]-butyl ester and 2-Methylaminoethanol were converted to yield 2-(Methyl-{4-[3-(4-trifluoromethyl-phenyl)-benzo[d]isothiazol-6-yl]-butyl}-amino)-ethanol as light yellow oil, MS: 409 (MH+).